This data is from the Open Reaction Database (ORD), a public repository of structured organic reaction records. The task is: describe an organic reaction: reactants, conditions, products, and yield The reactants are COC=C1C(=O)NC(=O)c2ccc(Br)cc21, CN(C)C=O, NCCN1CCNCC1. Yields the product O=C1NC(=O)c2ccc(Br)cc2C1=CNCCN1CCNCC1. As a reaction SMILES: [Br:1][c:2]1[cH:3][c:4]2[c:9]([cH:10][cH:11]1)[C:8](=[O:12])[NH:7][C:6](=[O:13])[C:5]2=[CH:14][O:15][CH3:16].[CH3:26][N:27]([CH3:28])[CH:29]=[O:30].[N:17]1([CH2:23][CH2:24][NH2:25])[CH2:18][CH2:19][NH:20][CH2:21][CH2:22]1>>[Br:1][c:2]1[cH:3][c:4]2[c:9]([cH:10][cH:11]1)[C:8](=[O:12])[NH:7][C:6](=[O:13])[C:5]2=[CH:14][NH:25][CH2:24][CH2:23][N:17]1[CH2:18][CH2:19][NH:20][CH2:21][CH2:22]1. Conditions: time 5 minute. The product is FC1=CC=C(C=C1)C1=CC2=C(N(C3=CC=C(C=C23)C=2SC=C(N2)COC)C)N(C1=O)C (3-(4-Fluorophenyl)-6-(4-methoxymethylthiazol-2-yl)-1,9-dimethyl-1,9-dihydropyrido[2,3-b]indol-2-one). As a reaction SMILES: [F:1][C:2]1[CH:7]=[CH:6][C:5]([C:8]2[C:28](=[O:29])[N:27]([CH3:30])[C:11]3[N:12]([CH3:26])[C:13]4[C:18]([C:10]=3[CH:9]=2)=[CH:17][C:16]([C:19]2[S:20][CH:21]=[C:22]([CH2:24][OH:25])[N:23]=2)=[CH:15][CH:14]=4)=[CH:4][CH:3]=1.[H-].[Na+].[CH2:33]1OCCOC2C(=CC=CC=2)OCCOCCOC2C(=CC=CC=2)OC1.IC.C([O-])(O)=O.[Na+]>CN(C=O)C>[F:1][C:2]1[CH:7]=[CH:6][C:5]([C:8]2[C:28](=[O:29])[N:27]([CH3:30])[C:11]3[N:12]([CH3:26])[C:13]4[C:18]([C:10]=3[CH:9]=2)=[CH:17][C:16]([C:19]2[S:20][CH:21]=[C:22]([CH2:24][O:25][CH3:33])[N:23]=2)=[CH:15][CH:14]=4)=[CH:4][CH:3]=1 |f:1.2,5.6|. Run in CN(C)C=O (DMF). Reactants: FC1=CC=C(C=C1)C1=CC2=C(N(C3=CC=C(C=C23)C=2SC=C(N2)CO)C)N(C1=O)C (3-(4-Fluorophenyl)-6-(4-hydroxymethylthiazol-2-yl)-1,9-dimethyl-1,9-dihydropyrido[2,3-b]indol-2-one), FC1=CC=C(C=C1)C1=CC2=C(N(C3=CC=C(C=C23)C=2SC=C(N2)CO)C)N(C1=O)C (3-(4-fluorophenyl)-6-(4-hydroxymethylthiazol-2-yl)-1,9-dimethyl-1,9-dihydropyrido[2,3-b]indol-2-one), IC (iodomethane), [H-].[Na+] (NaH), C1COC2=CC=CC=C2OCCOCCOC3=CC=CC=C3OCCO1 (dibenzo-18-crown-6), C(=O)(O)[O-].[Na+] (NaHCO3). Reported procedure: 120 mg (0.286 mmol) of compound from Example 100 above, 3-(4-fluorophenyl)-6-(4-hydroxymethylthiazol-2-yl)-1,9-dimethyl-1,9-dihydropyrido[2,3-b]indol-2-one, are dissolved in 3 ml of DMF. 17 mg (0.429 mmol) of 60% NaH and a spatula of dibenzo-18-crown-6 are added. After stirring for 5 minutes, 27 μl (0.429 mmol) of iodomethane are added. The mixture is allowed to stir for 4 h at ambient temperature. A saturated NaHCO3 solution is added, the mixture is extracted with EtOAc and then with CH2Cl2 and... The reactants are C(C)(C)(C)OC(CC1=CC(OC)=C(OC)C=C1)=O (homoveratric acid tert.-butyl ester), BrN1C(CCC1=O)=O (N-bromosuccinimide). The solvent is C(Cl)(Cl)(Cl)Cl (carbon tetrachloride). Yields the product C(C)(C)(C)OC(C(Br)C1=CC(=C(C=C1)OC)OC)=O (α-bromo-3,4-dimethoxyphenylacetic acid tert.-butyl ester). Reaction SMILES: [C:1]([O:5][C:6](=[O:18])[CH2:7][C:8]1[CH:17]=[CH:16][C:13]([O:14][CH3:15])=[C:10]([O:11][CH3:12])[CH:9]=1)([CH3:4])([CH3:3])[CH3:2].[Br:19]N1C(=O)CCC1=O>C(Cl)(Cl)(Cl)Cl>[C:1]([O:5][C:6](=[O:18])[CH:7]([C:8]1[CH:17]=[CH:16][C:13]([O:14][CH3:15])=[C:10]([O:11][CH3:12])[CH:9]=1)[Br:19])([CH3:4])([CH3:2])[CH3:3]. Procedure: Heat 58.2 g of homoveratric acid tert.-butyl ester and 43.3 g of N-bromosuccinimide under reflux for 2 hours in 1.3 liters of carbon tetrachloride under irradiation with a 500-watt immersion lamp. After cooling, filter out the succinimide and concentrate the filtrate. Dissolve the resulting concentrate in 250 ml of diethyl ether and extract the produced solution by shaking it with water. Free the ether solution from the solvent under a vacuum to obtain 50 g (66% of theory) of the title compound ... Starting materials: O=[N+]([O-])c1cccc2nc(NC3CCc4ccccc43)ccc12, Cl, O=C(Cl)c1cc(F)cc(F)c1, c1ccncc1. The product is O=C(Nc1cccc2nc(NC3CCc4ccccc43)ccc12)c1cc(F)cc(F)c1. As a reaction SMILES: [CH:1]1([NH:10][c:11]2[n:12][c:13]3[cH:14][cH:15][cH:16][c:17]([N+:21]([O-:22])=[O:23])[c:18]3[cH:19][cH:20]2)[CH2:2][CH2:3][c:4]2[cH:5][cH:6][cH:7][cH:8][c:9]21.[ClH:35].[F:24][c:25]1[cH:26][c:27]([C:28](=[O:29])[Cl:30])[cH:31][c:32]([F:34])[cH:33]1.[cH:36]1[cH:37][cH:38][n:39][cH:40][cH:41]1>>[CH:1]1([NH:10][c:11]2[n:12][c:13]3[cH:14][cH:15][cH:16][c:17]([NH:21][C:28]([c:27]4[cH:26][c:25]([F:24])[cH:33][c:32]([F:34])[cH:31]4)=[O:29])[c:18]3[cH:19][cH:20]2)[CH2:2][CH2:3][c:4]2[cH:5][cH:6][cH:7][cH:8][c:9]21. Reactants: C(C)(C)(C)OC(=O)NC1C(NC2=C(C(=N1)C1=C(C=CC=C1)F)C=CC=C2)=O ((3RS)-3-tert-butoxycarbonylamino-2,3-dihydro-5- (2-fluorophenyl)-1H-1,4-benzodiazepin-2-one), C(C)(=O)C=1SC=CC1CBr (2-acetyl-3-bromomethylthiophen), [H-].[Na+] (sodium hydride). Run in CN(C=O)C (N,N-dimethylformamide), CN(C=O)C (N,N-dimethylformamide), CN(C=O)C (N,N-dimethylformamide). Reaction conditions: time 1.5 hour. Product: C(C)(=O)C=1SC=CC1CN1C(C(N=C(C2=C1C=CC=C2)C2=C(C=CC=C2)F)NC(=O)OC(C)(C)C)=O ((3RS)-1-(2-acetylthiophen-3-yl)methyl-3-tert-butoxycarbonylamino-2,3-dihydro-5-(2-fluorophenyl)-1H-1,4-benzodiazepin-2-one). The yield is 57.9%. RXN SMILES: [H-].[Na+].[C:3]([O:7][C:8]([NH:10][CH:11]1[N:17]=[C:16]([C:18]2[CH:23]=[CH:22][CH:21]=[CH:20][C:19]=2[F:24])[C:15]2[CH:25]=[CH:26][CH:27]=[CH:28][C:14]=2[NH:13][C:12]1=[O:29])=[O:9])([CH3:6])([CH3:5])[CH3:4].[C:30]([C:33]1[S:34][CH:35]=[CH:36][C:37]=1[CH2:38]Br)(=[O:32])[CH3:31]>CN(C)C=O>[C:30]([C:33]1[S:34][CH:35]=[CH:36][C:37]=1[CH2:38][N:13]1[C:14]2[CH:28]=[CH:27][CH:26]=[CH:25][C:15]=2[C:16]([C:18]2[CH:23]=[CH:22][CH:21]=[CH:20][C:19]=2[F:24])=[N:17][CH:11]([NH:10][C:8]([O:7][C:3]([CH3:6])([CH3:4])[CH3:5])=[O:9])[C:12]1=[O:29])(=[O:32])[CH3:31] |f:0.1|. Procedure details: To a suspension of sodium hydride (0.119 g of a 60% dispersion in mineral oil) in dry N,N-dimethylformamide (8 ml) was added dropwise a solution of (3RS)-3-tert-butoxycarbonylamino-2,3-dihydro-5- (2-fluorophenyl)-1H-1,4-benzodiazepin-2-one (1.005 g) in dry N,N-dimethylformamide (5 ml) under stirring at cooling in an ice-bath. The mixture was stirred at the same temperature for 30 minutes and then at room temperature for 1.5 hours. To the mixture was added a solution of 2-acetyl-3-bromomethylthio... Starting materials: acid chloride, N1=CC(=CC=C1)CCCC(=O)O (3-pyridine butanoic acid), C1(=CC=CC=C1)C(C1CCNCC1)C1=CC=CC=C1 (4-diphenylmethylpiperidine). The solvent is CN(C=O)C (dimethylformamide), C(C)N(CC)CC (triethylamine), CN(C=O)C (dimethylformamide), ClCCl (dichloromethane). The product is C1(=CC=CC=C1)C(C1CCN(CC1)C(CCCC=1C=NC=CC1)=O)C1=CC=CC=C1 (4-diphenylmethyl-1-[1-oxo-4-(3-pyridinyl)butyl]piperidine). Yield: 88.3%. RXN SMILES: [C:1]1([CH:7]([C:14]2[CH:19]=[CH:18][CH:17]=[CH:16][CH:15]=2)[CH:8]2[CH2:13][CH2:12][NH:11][CH2:10][CH2:9]2)[CH:6]=[CH:5][CH:4]=[CH:3][CH:2]=1.[N:20]1[CH:25]=[CH:24][CH:23]=[C:22]([CH2:26][CH2:27][CH2:28][C:29](O)=[O:30])[CH:21]=1>CN(C)C=O.C(N(CC)CC)C.ClCCl>[C:1]1([CH:7]([C:14]2[CH:19]=[CH:18][CH:17]=[CH:16][CH:15]=2)[CH:8]2[CH2:9][CH2:10][N:11]([C:29](=[O:30])[CH2:28][CH2:27][CH2:26][C:22]3[CH:21]=[N:20][CH:25]=[CH:24][CH:23]=3)[CH2:12][CH2:13]2)[CH:2]=[CH:3][CH:4]=[CH:5][CH:6]=1. Reported procedure: A mixture of 2.0 g of 4-diphenylmethylpiperidine in 5 mL of dimethylformamide and 4.2 mL of triethylamine was treated at 0° C. with a solution composed of 5 mL of dimethylformamide and the acid chloride prepared from 2.0 g of 3-pyridine butanoic acid. After 15 minutes the mixture was diluted with dichloromethane, filtered and evaporated to dryness. The residue was partitioned between toluene and 1N sodium hydroxide and the organic layer was washed with brine, dried over sodium sulfate and evapor... The reactants are CCCCc1nc(S)[nH]c(=O)c1Cc1ccc(-c2ccccc2C#N)cc1, CI, CO, CCOC(C)=O, [K+], [OH-]. Yields the product CCCCc1nc(SC)[nH]c(=O)c1Cc1ccc(-c2ccccc2C#N)cc1. RXN SMILES: [CH2:1]([CH2:2][CH2:3][CH3:4])[c:5]1[n:6][c:7]([SH:27])[nH:8][c:9](=[O:26])[c:10]1[CH2:11][c:12]1[cH:13][cH:14][c:15](-[c:18]2[c:19]([C:24]#[N:25])[cH:20][cH:21][cH:22][cH:23]2)[cH:16][cH:17]1.[CH3:28][I:29].[CH3:32][OH:33].[CH3:34][CH2:35][O:36][C:37](=[O:38])[CH3:39].[K+:31].[OH-:30]>>[CH2:1]([CH2:2][CH2:3][CH3:4])[c:5]1[n:6][c:7]([S:27][CH3:28])[nH:8][c:9](=[O:26])[c:10]1[CH2:11][c:12]1[cH:13][cH:14][c:15](-[c:18]2[c:19]([C:24]#[N:25])[cH:20][cH:21][cH:22][cH:23]2)[cH:16][cH:17]1.